From a dataset of the Open Reaction Database (ORD), a public repository of structured organic reaction records. describe an organic reaction: reactants, conditions, products, and yield Product: C(C)OC(N([C@@H]1C[C@@H](NC2=CC(=C(C=C12)OC)OC)C)CC1=CC=CC=C1)=O (cis-Benzyl-(6,7-dimethoxy-2-methyl-1,2,3,4-tetrahydro-quinolin-4-yl)-carbamic Acid Ethyl Ester). Yield: 90.4%. The reagents and catalysts are [Pd] (palladium on carbon). As a reaction SMILES: C(OC([N:11]1[C:20]2[C:15](=[CH:16][C:17]([O:23][CH3:24])=[C:18]([O:21][CH3:22])[CH:19]=2)[C@H:14]([N:25]([CH2:31][C:32]2[CH:37]=[CH:36][CH:35]=[CH:34][CH:33]=2)[C:26]([O:28][CH2:29][CH3:30])=[O:27])[CH2:13][C@@H:12]1[CH3:38])=O)C1C=CC=CC=1.[H][H]>C(O)C.[Pd]>[CH2:29]([O:28][C:26](=[O:27])[N:25]([CH2:31][C:32]1[CH:33]=[CH:34][CH:35]=[CH:36][CH:37]=1)[C@H:14]1[C:15]2[C:20](=[CH:19][C:18]([O:21][CH3:22])=[C:17]([O:23][CH3:24])[CH:16]=2)[NH:11][C@@H:12]([CH3:38])[CH2:13]1)[CH3:30]. The reactants are C(C1=CC=CC=C1)OC(=O)N1[C@H](C[C@H](C2=CC(=C(C=C12)OC)OC)N(C(=O)OCC)CC1=CC=CC=C1)C (cis-4-(benzyl-ethoxycarbonyl-amino)-6,7-dimethoxy-2-methyl-3,4-dihydro-2H-quinoline-1-carboxylic acid benzyl ester), [H][H] (hydrogen). Run in C(C)O (ethanol). Reported procedure: A solution of cis-4-(benzyl-ethoxycarbonyl-amino)-6,7-dimethoxy-2-methyl-3,4-dihydro-2H-quinoline-1-carboxylic acid benzyl ester (Example 4) (1.0 g, 1.9 mmol) in ethanol (20 mL) was placed in a Parr bottle, charged with 10% palladium on carbon (100 mg), and agitated under 50 psi of hydrogen gas on a Parr shaker for 2 h. The mixture was then filtered through a bed of Celite®, eluting with ethyl acetate, and the filtrate concentrated in vacuo. The residue was purified by silica gel chromatography ... The reactants are CI, Cc1[nH]c(-c2ccccc2)nc1CC(C)(C)[N+](=O)[O-], [K+], CN(C)C=O, [OH-]. Product: Cc1c(CC(C)(C)[N+](=O)[O-])nc(-c2ccccc2)n1C. As a reaction SMILES: [CH3:1][I:2].[CH3:3][c:4]1[c:5]([CH2:15][C:16]([CH3:17])([N+:18](=[O:19])[O-:20])[CH3:21])[n:6][c:7](-[c:9]2[cH:10][cH:11][cH:12][cH:13][cH:14]2)[nH:8]1.[K+:23].[O:24]=[CH:25][N:26]([CH3:27])[CH3:28].[OH-:22]>>[CH3:1][n:8]1[c:4]([CH3:3])[c:5]([CH2:15][C:16]([CH3:17])([N+:18](=[O:19])[O-:20])[CH3:21])[n:6][c:7]1-[c:9]1[cH:10][cH:11][cH:12][cH:13][cH:14]1. Starting materials: ClC=1C=C(C=CC1C#N)C1=NN(C=C1)C[C@H](C)NC(=O)C=1N=C(SC1)C(C)O (N—((S)-1-(3-(3-chloro-4-cyanophenyl)-1H-pyrazol-1-yl)propan-2-yl)-2-(1-hydroxy-ethyl)thiazole-4-carboxamide), C(C)(=O)OC(C)=O (acetic anhydride), C(C)(=O)OC(C)=O (Acetic anhydride). The reagents and catalysts are CN(C1=CC=NC=C1)C (4-dimethylaminopyridine). Run in N1=CC=CC=C1 (pyridine). Run at temperature 0 celsius. Product: C(C)(=O)OC(C)C=1SC=C(N1)C(N[C@H](CN1N=C(C=C1)C1=CC(=C(C=C1)C#N)Cl)C)=O (1-(4-((S)-1-(3-(3-chloro-4-cyanophenyl)-1H-pyrazol-1-yl)propan-2-yl-carbamoyl)thiazol-2-yl)ethyl acetate). Yield: 24.1%. RXN SMILES: [Cl:1][C:2]1[CH:3]=[C:4]([C:10]2[CH:14]=[CH:13][N:12]([CH2:15][C@@H:16]([NH:18][C:19]([C:21]3[N:22]=[C:23]([CH:26]([OH:28])[CH3:27])[S:24][CH:25]=3)=[O:20])[CH3:17])[N:11]=2)[CH:5]=[CH:6][C:7]=1[C:8]#[N:9].[C:29](OC(=O)C)(=[O:31])[CH3:30]>CN(C)C1C=CN=CC=1.N1C=CC=CC=1>[C:29]([O:28][CH:26]([C:23]1[S:24][CH:25]=[C:21]([C:19](=[O:20])[NH:18][C@@H:16]([CH3:17])[CH2:15][N:12]2[CH:13]=[CH:14][C:10]([C:4]3[CH:5]=[CH:6][C:7]([C:8]#[N:9])=[C:2]([Cl:1])[CH:3]=3)=[N:11]2)[N:22]=1)[CH3:27])(=[O:31])[CH3:30]. Procedure: N—((S)-1-(3-(3-chloro-4-cyanophenyl)-1H-pyrazol-1-yl)propan-2-yl)-2-(1-hydroxy-ethyl)thiazole-4-carboxamide (250 mg, 0.601 mmol), 4-dimethylaminopyridine (7.34 mg, 0.060 mmol) and pyridine (3 ml) were added into a flask and the mixture was cooled to 0° C. Acetic anhydride (0.063 ml, 0.661 mmol) was added dropwise and the mixture was allowed to warm to RT with stirring. The reaction was left to react overnight. Next morning more acetic anhydride (10 μl, 0.106 mmol) was added and the reaction was ... The reactants are BrC1CCC(CC1)=O (4-bromocyclohexanone), NO (hydroxylamine), [Na] (sodium), C1(=CC=CC=C1)SC1=CC=CC=C1 (phenyl sulfide). The solvent is CN(C=O)C (dimethylformamide). Product: C1(=CC=CC=C1)SC1CCC(CC1)=NO (4-Phenylthiocyclohexanone Oxime). RXN SMILES: BrC1CCC(=O)CC1.[Na].[C:10]1([S:16][C:17]2[CH:22]=[CH:21][CH:20]=[CH:19][CH:18]=2)[CH:15]=[CH:14][CH:13]=[CH:12][CH:11]=1.[NH2:23][OH:24]>CN(C)C=O>[C:17]1([S:16][CH:10]2[CH2:11][CH2:12][C:13](=[N:23][OH:24])[CH2:14][CH2:15]2)[CH:18]=[CH:19][CH:20]=[CH:21][CH:22]=1 |^1:8|. Procedure details: The title compound is prepared by reacting 4-bromocyclohexanone with the sodium salt of phenyl sulfide in dimethylformamide followed by reacting with hydroxylamine. Starting materials: C1CCOC1, COC(=O)c1cc(C(C)=O)c(N)c(F)c1Nc1ccc(Br)cc1F, CC(=O)OC(C)=O, CC(=O)OC=O, O=CO. Yields the product COC(=O)c1cc(C(C)=O)c(NC=O)c(F)c1Nc1ccc(Br)cc1F. Reaction SMILES: [CH2:41]1[O:42][CH2:43][CH2:44][CH2:45]1.[CH3:11][O:12][C:13]([c:14]1[c:15]([NH:25][c:26]2[c:27]([F:33])[cH:28][c:29]([Br:32])[cH:30][cH:31]2)[c:16]([F:24])[c:17]([NH2:23])[c:18]([C:20]([CH3:21])=[O:22])[cH:19]1)=[O:34].[CH3:1][C:2](=[O:3])[O:4][C:5](=[O:6])[CH3:7].[CH:35]([O:36][C:37](=[O:38])[CH3:39])=[O:40].[CH:8]([OH:9])=[O:10]>>[CH:2](=[O:3])[NH:23][c:17]1[c:16]([F:24])[c:15]([NH:25][c:26]2[c:27]([F:33])[cH:28][c:29]([Br:32])[cH:30][cH:31]2)[c:14]([C:13]([O:12][CH3:11])=[O:34])[cH:19][c:18]1[C:20]([CH3:21])=[O:22]. The reactants are C(CC(=O)C)(=O)OC (methyl acetoacetate), C1CC2=CC=CC=C2C(=O)C1 (α-tetralone), [H-].[Na+] (NaH), C(CCC)[Li] (n-butyl lithium). The solvent is CCCCCC (hexane), O1CCCC1 (tetrahydrofuran). Yields the product OC=1CC2(OC(C1)=O)CCCC1=CC=CC=C12 (3,4-Dihydro-4'-hydroxy-spiro[naphthalene-1(2H),2'-[2H]pyran]-6'(3'H)-one). Reaction SMILES: [C:1]([O:7][CH3:8])(=[O:6])[CH2:2][C:3]([CH3:5])=[O:4].[H-].[Na+].C([Li])CCC.[CH2:16]1[CH2:26][C:24](=O)[C:23]2[C:18](=[CH:19][CH:20]=[CH:21]C=2)[CH2:17]1>CCCCCC.O1CCCC1>[OH:4][C:3]1[CH2:5][C:8]2([C:23]3[C:18](=[CH:17][CH:16]=[CH:26][CH:24]=3)[CH2:19][CH2:20][CH2:21]2)[O:7][C:1](=[O:6])[CH:2]=1 |f:1.2|. Procedure details: The title compound was prepared as described in General Method 1 using 25 mmol of methyl acetoacetate, 27.5 mmol of NaH 60% dispersion in oil, 26.25 mmol of 1.6M n-butyl lithium in hexane, 25 mmol of α-tetralone and 70 mL of tetrahydrofuran. The product was recrystallized from ethyl acetate/diethyl ether (m.p. 117°-119° C.). 1H NMR (CDCl3) δ 1.7-1.9 (m, 1 H), 1.9-2.1 (m, 2 H), 2.1-2.3 (m, 1 H), 2.7-3.0 (m, 2 H), 2.95 (d, 1 H), 3.1 (d, 1 H), 3.5 (s, 2 H), 7.1-7.2 (m, 1 H), 7.2-7.3 (m, 2 H), 7.4-7... Starting materials: C([O-])([O-])=O.[Na+].[Na+] (sodium carbonate), O1CCCC1 (tetrahydrofuran), O1CCCC1 (tetrahydrofuran), C(CCC)[Li] (n-butyl lithium), ClC=1N=NC(=C(N1)C1=CC=C(C=C1)OC)C1=CC=C(C=C1)OC (3-chloro-5,6-bis(4-methoxyphenyl)-1,2,4-triazine). The reagents and catalysts are [Br-].C[P+](C1=CC=CC=C1)(C1=CC=CC=C1)C1=CC=CC=C1 (methyltriphenylphosphonium bromide). The solvent is O (water). Reaction conditions: time 1 hour. Yields the product COC1=CC=C(C=C1)C=1N=C(N=NC1C1=CC=C(C=C1)OC)C (5,6-Bis(4-methoxyphenyl)-3-methyl-1,2,4-triazine). Reaction SMILES: O1CCC[CH2:2]1.C([Li])CCC.Cl[C:12]1[N:13]=[N:14][C:15]([C:26]2[CH:31]=[CH:30][C:29]([O:32][CH3:33])=[CH:28][CH:27]=2)=[C:16]([C:18]2[CH:23]=[CH:22][C:21]([O:24][CH3:25])=[CH:20][CH:19]=2)[N:17]=1.C(=O)([O-])[O-].[Na+].[Na+]>[Br-].C[P+](C1C=CC=CC=1)(C1C=CC=CC=1)C1C=CC=CC=1.O>[CH3:25][O:24][C:21]1[CH:22]=[CH:23][C:18]([C:16]2[N:17]=[C:12]([CH3:2])[N:13]=[N:14][C:15]=2[C:26]2[CH:31]=[CH:30][C:29]([O:32][CH3:33])=[CH:28][CH:27]=2)=[CH:19][CH:20]=1 |f:3.4.5,6.7|. Procedure details: To a slurry of 11.7 g. (0.33 mole) of methyltriphenylphosphonium bromide in 150 ml. of dry tetrahydrofuran at -35° C. was added, over a 15-minute period, 20 ml. (0.033 mole) of n-butyl lithium. The reaction mixture was stirred for one hour. To the reaction mixture at -35° to -40° C. was added over a 10-minute period a solution of 5.7 g. (0.0165 mole) of 3-chloro-5,6-bis(4-methoxyphenyl)-1,2,4-triazine in 50 ml. of tetrahydrofuran. The reaction mixture was allowed to warm to ambient temperature a... Starting materials: COc1ccc2c(c1)CCC(=O)N2, O=N[O-], [Na+], O, O=C(O)C(F)(F)F. Product: COc1cc2c(cc1[N+](=O)[O-])NC(=O)CC2. RXN SMILES: [CH3:1][O:2][c:3]1[cH:4][c:5]2[c:10]([cH:11][cH:12]1)[NH:9][C:8](=[O:13])[CH2:7][CH2:6]2.[N:14](=[O:15])[O-:16].[Na+:17].[OH2:25].[OH:18][C:19]([C:20]([F:21])([F:22])[F:23])=[O:24]>>[CH3:1][O:2][c:3]1[cH:4][c:5]2[c:10]([cH:11][c:12]1[N+:14](=[O:15])[O-:16])[NH:9][C:8](=[O:13])[CH2:7][CH2:6]2. The reactants are 10, C1(=CC=CS1)C(=O)C1=CC=C(C=C1)C1(CC1)C#N (1-[p-(2-thenoyl)phenyl]cyclopropanecarbonitrile), [OH-].[K+] (potassium hydroxide), C(CO)O (ethylene glycol), O (water), C (charcoal). Run at temperature 140 celsius, time 48 hour. The product is C1(=CC=CS1)C(=O)C1=CC=C(C=C1)C1(CC1)C(=O)O (1-[p-(2-thenoyl)phenyl]cyclopropanecarboxylic acid). As a reaction SMILES: [C:1]1([C:6]([C:8]2[CH:13]=[CH:12][C:11]([C:14]3([C:17]#N)[CH2:16][CH2:15]3)=[CH:10][CH:9]=2)=[O:7])[S:5][CH:4]=[CH:3][CH:2]=1.[OH-:19].[K+].C(O)CO.C.[OH2:26]>>[C:1]1([C:6]([C:8]2[CH:13]=[CH:12][C:11]([C:14]3([C:17]([OH:26])=[O:19])[CH2:16][CH2:15]3)=[CH:10][CH:9]=2)=[O:7])[S:5][CH:4]=[CH:3][CH:2]=1 |f:1.2|. Procedure details: A mixture of 10 parts of 1-[p-(2-thenoyl)phenyl]cyclopropanecarbonitrile, 3.92 parts of potassium hydroxide, 35 parts of ethylene glycol and 3.5 parts of water is stirred for 48 hours while heating at 140° C. The reaction mixture is poured onto water, stirred with activated charcoal and filtered over hyflo. The filtrate is acidified with hydrochloric acid and the product is extracted with ether. The latter is washed with water, dried, filtered and evaporated. The solid residue is crystallized fr... The reactants are [H][H] (hydrogen), CC=1C=CC(=CC1)S(=O)(=O)C (methyl p-toluene sulfonate), CN(C(C1=C(C=CC=C1[N+](=O)[O-])S(=O)(=O)NCCCO)=O)C (N,N-Dimethyl-2-[N-(3-hydroxypropyl)aminosulfonyl]-6-nitrobenzamide), [H-].[Na+] (NaH), N#N (N2). The solvent is C(C)(=O)OCC (ethyl acetate), CN(C)C=O (DMF), CN(C)C=O (DMF), CN(C)C=O (DMF). Conditions: time 17 hour. The product is CN(C(C1=C(C=CC=C1[N+](=O)[O-])S(=O)(=O)N(C)CCCO)=O)C (N,N-Dimethyl-2-[ N-(3-hydroxypropyl)-N-methylaminosulfonyl]-6-nitrobenzamide). Yield: 116.4%. RXN SMILES: [CH3:1][N:2]([CH3:22])[C:3](=[O:21])[C:4]1[C:9]([N+:10]([O-:12])=[O:11])=[CH:8][CH:7]=[CH:6][C:5]=1[S:13]([NH:16][CH2:17][CH2:18][CH2:19][OH:20])(=[O:15])=[O:14].[H-].[Na+].N#N.[H][H].[CH3:29]C1C=CC(S(C)(=O)=O)=CC=1>CN(C=O)C.C(OCC)(=O)C>[CH3:22][N:2]([CH3:1])[C:3](=[O:21])[C:4]1[C:9]([N+:10]([O-:12])=[O:11])=[CH:8][CH:7]=[CH:6][C:5]=1[S:13]([N:16]([CH2:17][CH2:18][CH2:19][OH:20])[CH3:29])(=[O:15])=[O:14] |f:1.2|. Procedure: N,N-Dimethyl-2-[N-(3-hydroxypropyl)aminosulfonyl]-6-nitrobenzamide (1.37 g, 4.13 mmol) in 12 ml of DMF, was added dropwise to a suspension of 198 mg (4.13 mmol) of 50% NaH in 3 ml of DMF in an atmosphere of N2. When evolution of hydrogen was complete, a solution of methyl p-toluene sulfonate (0.794 g, 4.14 mmol) in DMF, 2 ml, was added. The clear deep Yellow solution was stirred at 25° for 17 hours, then at 60° for 23 hours. The solution then was mixed with 175 ml of ethyl acetate and the precip...